Dataset: the Open Reaction Database (ORD), a public repository of structured organic reaction records. Task: describe an organic reaction: reactants, conditions, products, and yield The reactants are Oc1cc(Br)cnc1Cl, O=C([O-])[O-], N#CCCl, [Cs+], [Cs+], CN(C)C=O. Product: N#CCOc1cc(Br)cnc1Cl. RXN SMILES: [Br:1][c:2]1[cH:3][c:4]([OH:9])[c:5]([Cl:8])[n:6][cH:7]1.[C:10](=[O:11])([O-:12])[O-:13].[Cl:16][CH2:17][C:18]#[N:19].[Cs+:14].[Cs+:15].[O:20]=[CH:21][N:22]([CH3:23])[CH3:24]>>[Br:1][c:2]1[cH:3][c:4]([O:9][CH2:17][C:18]#[N:19])[c:5]([Cl:8])[n:6][cH:7]1. Starting materials: solution, CN (methylamine), C(C)O (ethanol), C(C1=CC=CC=C1)OC1=C(C=CC=C1)CC(=O)O (2-(2-Benzyloxyphenyl)acetic acid), IC. N-(3-Dimethylaminopropyl)-N′-ethylcarbodiimide hydrochloride, ON1N=NC2=C1C=CC=C2 (1-Hydroxybenzotriazole). Solvent: CN(C=O)C (N,N-dimethylformamide), C(C)(=O)OCC (ethyl acetate), ClCCl (dichloromethane). Reaction conditions: time 20 minute. Yields the product C(C1=CC=CC=C1)OC1=C(C=CC=C1)CC(=O)NC (2-(2-benzyloxyphenyl)-N-methylacetamide). Yield: 64.7%. RXN SMILES: [CH2:1]([O:8][C:9]1[CH:14]=[CH:13][CH:12]=[CH:11][C:10]=1[CH2:15][C:16]([OH:18])=O)[C:2]1[CH:7]=[CH:6][CH:5]=[CH:4][CH:3]=1.O[N:20]1[C:24]2C=CC=CC=2N=N1.CN.C(O)C>ClCCl.CN(C)C=O.C(OCC)(=O)C>[CH2:1]([O:8][C:9]1[CH:14]=[CH:13][CH:12]=[CH:11][C:10]=1[CH2:15][C:16]([NH:20][CH3:24])=[O:18])[C:2]1[CH:7]=[CH:6][CH:5]=[CH:4][CH:3]=1. Procedure: 2-(2-Benzyloxyphenyl)acetic acid (15.0 g, 62 mmol) was dissolved in dichloromethane (270 ml) and N,N-dimethylformamide (70 ml). 1-Hydroxybenzotriazole (8.37 g, 62 mmol) was added. The solution was cooled to 0 IC. N-(3-Dimethylaminopropyl)-N′-ethylcarbodiimide hydrochloride (11.89 g, 62 mmol) was added. The reaction mixture was stirred for 20 min. A 8.0 M solution of methylamine in ethanol (38.8 ml, 310 mmol) was added. The solution was stirred for 16 h, while it was warming up to room temperatur... Reactants: O=C([O-])[O-], COC(=O)c1ccc(O)cc1C(=O)OC, O=[N+]([O-])c1ccccc1F, [K+], [K+], CN(C)C=O. Product: COC(=O)c1ccc(Oc2ccccc2[N+](=O)[O-])cc1C(=O)OC. Reaction SMILES: [C:26](=[O:27])([O-:28])[O-:29].[CH3:1][O:2][C:3]([c:4]1[c:5]([C:6](=[O:7])[O:8][CH3:9])[cH:10][c:11]([OH:14])[cH:12][cH:13]1)=[O:15].[F:16][c:17]1[c:18]([N+:23](=[O:24])[O-:25])[cH:19][cH:20][cH:21][cH:22]1.[K+:30].[K+:31].[O:32]=[CH:33][N:34]([CH3:35])[CH3:36]>>[CH3:1][O:2][C:3]([c:4]1[c:5]([C:6](=[O:7])[O:8][CH3:9])[cH:10][c:11]([O:14][c:17]2[c:18]([N+:23](=[O:24])[O-:25])[cH:19][cH:20][cH:21][cH:22]2)[cH:12][cH:13]1)=[O:15]. The product is FC=1C=C(C=CC1OCCCCCC)Br (3-fluoro-4-hexyloxybromobenzene). Reaction SMILES: [F:1][C:2]1[CH:7]=[C:6]([Br:8])[CH:5]=[CH:4][C:3]=1[OH:9].[CH2:10](Br)[CH2:11][CH2:12][CH2:13][CH2:14][CH3:15].C(=O)([O-])[O-].[K+].[K+].Cl>C1(=O)CCCCC1>[F:1][C:2]1[CH:7]=[C:6]([Br:8])[CH:5]=[CH:4][C:3]=1[O:9][CH2:10][CH2:11][CH2:12][CH2:13][CH2:14][CH3:15] |f:2.3.4|. Yield: 83.7%. The solvent is C1(CCCCC1)=O (cyclohexanone). Reported procedure: A reaction vessel was charged with 19.4 g of 2-fluoro-4-bromophenol, 16.8 g of hexyl bromide, 23.3 g of potassium carbonate and 510 ml of cyclohexanone and the reaction was effected with stirring at 120°-140° C. for 7 hours. The reaction liquid was poured into dilute hydrochloric acid and the mixture was extracted with benzene. The benzene layer was washed with water and dried over Glauber's salt, and the benzene was distilled off. The residue was purified by way of column chromatography on sili... The reactants are Cl (hydrochloric acid), FC1=C(C=CC(=C1)Br)O (2-fluoro-4-bromophenol), C(CCCCC)Br (hexyl bromide), C([O-])([O-])=O.[K+].[K+] (potassium carbonate). Conditions: time 7 hour. The reactants are CCCCN, Nc1nc(Cl)c2c(n1)CCCC2, O. The product is CCCCNc1nc(N)nc2c1CCCC2. RXN SMILES: [CH2:13]([CH2:14][CH2:15][CH3:16])[NH2:17].[Cl:1][c:2]1[n:3][c:4]([NH2:12])[n:5][c:6]2[c:11]1[CH2:10][CH2:9][CH2:8][CH2:7]2.[OH2:18]>>[c:2]1([NH:17][CH2:13][CH2:14][CH2:15][CH3:16])[n:3][c:4]([NH2:12])[n:5][c:6]2[c:11]1[CH2:10][CH2:9][CH2:8][CH2:7]2. The reactants are S1C(=CC=C1)CC(=O)Cl (2-thiopheneacetyl chloride), NC=1C(=C2/C(/C(NC2=CC1)=O)=C/C=1NC=CC1OC)C1=CC=CC=C1 ((Z)-5-amino-1,3-dihydro-3-[(3-methoxy-1H-pyrrol-2-yl)methylene]-4-phenyl-2H-indol-2-one). Run in C(=O)(O)[O-].[Na+] (NaHCO3), C1CCOC1 (THF). Product: COC1=C(NC=C1)\C=C\1/C(NC2=CC=C(C(=C12)C1=CC=CC=C1)NC(CC=1SC=CC1)=O)=O ((Z)-N-[2,3-dihydro-3-[(3-methoxy-1H-pyrrol-2-yl)methylene]-2-oxo-4-phenyl-1H-indol-5-yl]-2-thiopheneacetamide). Isolated yield 65.9%. As a reaction SMILES: [NH2:1][C:2]1[C:3]([C:20]2[CH:25]=[CH:24][CH:23]=[CH:22][CH:21]=2)=[C:4]2[C:8](=[CH:9][CH:10]=1)[NH:7][C:6](=[O:11])/[C:5]/2=[CH:12]\[C:13]1[NH:14][CH:15]=[CH:16][C:17]=1[O:18][CH3:19].[S:26]1[CH:30]=[CH:29][CH:28]=[C:27]1[CH2:31][C:32](Cl)=[O:33]>C([O-])(O)=O.[Na+].C1COCC1>[CH3:19][O:18][C:17]1[CH:16]=[CH:15][NH:14][C:13]=1/[CH:12]=[C:5]1\[C:6](=[O:11])[NH:7][C:8]2[C:4]\1=[C:3]([C:20]1[CH:25]=[CH:24][CH:23]=[CH:22][CH:21]=1)[C:2]([NH:1][C:32](=[O:33])[CH2:31][C:27]1[S:26][CH:30]=[CH:29][CH:28]=1)=[CH:10][CH:9]=2 |f:2.3|. Reported procedure: Using Method M above, (Z)-5-amino-1,3-dihydro-3-[(3-methoxy-1H-pyrrol-2-yl)methylene]-4-phenyl-2H-indol-2-one (26.5 mg, 0.08 mmol) (from Example 43 infra) was acylated with 2-thiopheneacetyl chloride (25.7 mg, 0.16 mmol) (Aldrich) in saturated aqueous NaHCO3 (0.16 mL) and THF (2 mL) at room temperature for 3 h to give (Z)-N-[2,3-dihydro-3-[(3-methoxy-1H-pyrrol-2-yl)methylene]-2-oxo-4-phenyl-1H-indol-5-yl]-2-thiopheneacetamide (yield: 24 mg, 67%). The reactants are O=C([O-])O, COC(=O)Cl, ClCCl, Cl, [Na+], CC(C)C1C2C(C(=O)N1Cc1ccc3c(c1)OCO3)C(c1ccc(C(=N)N)cc1)N1CCCC21. Yields the product COC(=O)N=C(N)c1ccc(C2C3C(=O)N(Cc4ccc5c(c4)OCO5)C(C(C)C)C3C3CCCN32)cc1. Reaction SMILES: [C:36](=[O:37])([O-:38])[OH:39].[Cl:41][C:42](=[O:43])[O:44][CH3:45].[Cl:46][CH2:47][Cl:48].[ClH:1].[Na+:40].[O:2]1[CH2:3][O:4][c:5]2[c:6]1[cH:7][cH:8][c:9]([CH2:11][N:12]1[CH:13]([CH:33]([CH3:34])[CH3:35])[CH:14]3[CH:15]([CH:16]([c:22]4[cH:23][cH:24][c:25]([C:26]([NH2:27])=[NH:28])[cH:29][cH:30]4)[N:17]4[CH2:18][CH2:19][CH2:20][CH:21]34)[C:31]1=[O:32])[cH:10]2>>[O:2]1[CH2:3][O:4][c:5]2[c:6]1[cH:7][cH:8][c:9]([CH2:11][N:12]1[CH:13]([CH:33]([CH3:34])[CH3:35])[CH:14]3[CH:15]([CH:16]([c:22]4[cH:23][cH:24][c:25]([C:26](=[N:27][C:42](=[O:43])[O:44][CH3:45])[NH2:28])[cH:29][cH:30]4)[N:17]4[CH2:18][CH2:19][CH2:20][CH:21]34)[C:31]1=[O:32])[cH:10]2. Starting materials: CCN=C=NCCCN(C)C, O=C(O)C=Cc1cnc(NC2CCN(CC3CCCCC3)C2)c(Cl)c1, NOC1CCCCO1, CN(C)C=O. The product is O=C(C=Cc1cnc(NC2CCN(CC3CCCCC3)C2)c(Cl)c1)NOC1CCCCO1. RXN SMILES: [CH3:34][CH2:35][N:36]=[C:37]=[N:38][CH2:39][CH2:40][CH2:41][N:42]([CH3:43])[CH3:44].[Cl:1][c:2]1[cH:3][c:4]([CH:21]=[CH:22][C:23](=[O:24])[OH:25])[cH:5][n:6][c:7]1[NH:8][CH:9]1[CH2:10][N:11]([CH2:14][CH:15]2[CH2:16][CH2:17][CH2:18][CH2:19][CH2:20]2)[CH2:12][CH2:13]1.[O:26]1[CH:27]([O:32][NH2:33])[CH2:28][CH2:29][CH2:30][CH2:31]1.[O:45]=[CH:46][N:47]([CH3:48])[CH3:49]>>[Cl:1][c:2]1[cH:3][c:4]([CH:21]=[CH:22][C:23](=[O:24])[NH:33][O:32][CH:27]2[O:26][CH2:31][CH2:30][CH2:29][CH2:28]2)[cH:5][n:6][c:7]1[NH:8][CH:9]1[CH2:10][N:11]([CH2:14][CH:15]2[CH2:16][CH2:17][CH2:18][CH2:19][CH2:20]2)[CH2:12][CH2:13]1. Starting materials: Cl.FC1=C(C=CC(=C1)F)C(C1CCNCC1)C1=C(C=C(C=C1)F)F (4-[bis(2,4-difluorophenyl)methyl]piperidine hydrochloride), ClCCCOC1=C(C=C(C=C1)C(C)=O)OC (1-[4-(3-chloropropoxy)-3-methoxyphenyl]ethanone), C([O-])([O-])=O.[K+].[K+] (potassium carbonate), [I-].[K+] (potassium iodide), oxalate salt, C(CCC)O (1-butanol). Run in CO.C(C)OCC (methanol ethyl ether). Yields the product C(C(=O)O)(=O)O.FC1=C(C=CC(=C1)F)C(C1CCN(CC1)CCCOC1=C(C=C(C=C1)C(C)=O)OC)C1=C(C=C(C=C1)F)F (1-[4-[3-[4-[Bis(2,4-Difluorophenyl)methyl]-1-piperidinyl]propoxy]-3-methoxyphenyl]ethanone oxalate). As a reaction SMILES: Cl.[F:2][C:3]1[CH:8]=[C:7]([F:9])[CH:6]=[CH:5][C:4]=1[CH:10]([C:17]1[CH:22]=[CH:21][C:20]([F:23])=[CH:19][C:18]=1[F:24])[CH:11]1[CH2:16][CH2:15][NH:14][CH2:13][CH2:12]1.Cl[CH2:26][CH2:27][CH2:28][O:29][C:30]1[CH:35]=[CH:34][C:33]([C:36](=[O:38])[CH3:37])=[CH:32][C:31]=1[O:39][CH3:40].[C:41](=[O:44])([O-:43])[O-].[K+].[K+].[I-].[K+].C([OH:53])CCC>CO.C(OCC)C>[C:40]([OH:39])(=[O:53])[C:41]([OH:43])=[O:44].[F:24][C:18]1[CH:19]=[C:20]([F:23])[CH:21]=[CH:22][C:17]=1[CH:10]([C:4]1[CH:5]=[CH:6][C:7]([F:9])=[CH:8][C:3]=1[F:2])[CH:11]1[CH2:12][CH2:13][N:14]([CH2:26][CH2:27][CH2:28][O:29][C:30]2[CH:35]=[CH:34][C:33]([C:36](=[O:38])[CH3:37])=[CH:32][C:31]=2[O:39][CH3:40])[CH2:15][CH2:16]1 |f:0.1,3.4.5,6.7,9.10,11.12|. Reported procedure: A mixture of the free base of 4-[bis(2,4-difluorophenyl)methyl]piperidine hydrochloride [1:1 (7.30 g, 0.023 mole), 1-[4-(3-chloropropoxy)-3-methoxyphenyl]ethanone (5.57 g, 0.023 mole), and potassium carbonate (5.54 g, 0.04 mole) was heated overnight at reflux in 350 ml of 1-butanol containing potassium iodide (0.2 g). The reaction mixture was filtered and then concentrated to dryness. The residue was dissolved in chloroform, and the solution was extracted with 5% sodium hydroxide. The chloroform...